From a dataset of the Open Reaction Database (ORD), a public repository of structured organic reaction records. describe an organic reaction: reactants, conditions, products, and yield Reactants: C(C)(C)NC1=NS(C2=C(N1)C=C(C=C2)CC(=O)OCC)(=O)=O (ethyl (3-isopropylamino-1,1-dioxo-1,4-dihydro-1λ6,2,4-benzothiadiazin-6-yl)acetate), ClCCl (dichloromethane), C1(CC1)C(N)=NO (cyclopropanecarboxamide oxime), [H-].[Na+] (sodium hydride), oil. The reagents and catalysts are C(C)(=O)O (acetic acid). Solvent: CN(C=O)C (dimethylformamide). Run at time 45 minute. Yields the product C1(CC1)C1=NOC(=N1)CC=1C=CC2=C(NC(=NS2(=O)=O)NC(C)C)C1 (6-(3-Cyclopropyl-1,2,4-oxadiazol-5-yl)methyl-3-isopropylamino-4H-1,2,4-benzothiadiazine 1,1-dioxide). As a reaction SMILES: [CH:1]([NH:4][C:5]1[NH:10][C:9]2[CH:11]=[C:12]([CH2:15][C:16]([O:18]CC)=O)[CH:13]=[CH:14][C:8]=2[S:7](=[O:22])(=[O:21])[N:6]=1)([CH3:3])[CH3:2].[CH:23]1([C:26](=[N:28]O)[NH2:27])[CH2:25][CH2:24]1.[H-].[Na+].ClCCl>CN(C)C=O.C(O)(=O)C>[CH:23]1([C:26]2[N:28]=[C:16]([CH2:15][C:12]3[CH:13]=[CH:14][C:8]4[S:7](=[O:21])(=[O:22])[N:6]=[C:5]([NH:4][CH:1]([CH3:2])[CH3:3])[NH:10][C:9]=4[CH:11]=3)[O:18][N:27]=2)[CH2:25][CH2:24]1 |f:2.3|. Reported procedure: A mixture of ethyl (3-isopropylamino-1,1-dioxo-1,4-dihydro-1λ6,2,4-benzothiadiazin-6-yl)acetate (0.20 g), crushed 4 Å molecular sieves (0.6 g), cyclopropanecarboxamide oxime (0.30 g), and sodium hydride (40 mg of a 60% oil dispersion) in 5 ml of dry dimethylformamide was stirred at room temperature for 45 min. Two drops of glacial acetic acid and 20 ml of dichloromethane were added and the mixture was stirred for 10 min. and filtered through celite. The solvents were removed in vacuo from the fi...